describe an organic reaction: reactants, conditions, products, and yield From a dataset of the Open Reaction Database (ORD), a public repository of structured organic reaction records. The reactants are solution, CN (methylamine), FC(OC1=CC=C(C=C1)C1=CC=C(C=C1)N1CCN(CC1)C(=O)OCC(=O)OCC)(F)F (2-(ethyloxy)-2-oxoethyl 4-{4′-[(trifluoromethyl)oxy]-4-biphenylyl}-1-piperazinecarboxylate). The solvent is CO (methanol), O1CCCC1 (tetrahydrofuran). Run at time 12 hour. Yields the product FC(OC1=CC=C(C=C1)C1=CC=C(C=C1)N1CCN(CC1)C(=O)OCC(=O)NC)(F)F (2-(methylamino)-2-oxoethyl 4-{4′-[(trifluoromethyl)oxy]-4-biphenylyl}-1-piperazinecarboxylate). As a reaction SMILES: [CH3:1][NH2:2].[F:3][C:4]([F:34])([F:33])[O:5][C:6]1[CH:11]=[CH:10][C:9]([C:12]2[CH:17]=[CH:16][C:15]([N:18]3[CH2:23][CH2:22][N:21]([C:24]([O:26][CH2:27][C:28]([O:30]CC)=O)=[O:25])[CH2:20][CH2:19]3)=[CH:14][CH:13]=2)=[CH:8][CH:7]=1>O1CCCC1.CO>[F:3][C:4]([F:33])([F:34])[O:5][C:6]1[CH:7]=[CH:8][C:9]([C:12]2[CH:17]=[CH:16][C:15]([N:18]3[CH2:19][CH2:20][N:21]([C:24]([O:26][CH2:27][C:28]([NH:2][CH3:1])=[O:30])=[O:25])[CH2:22][CH2:23]3)=[CH:14][CH:13]=2)=[CH:10][CH:11]=1. Procedure: 7.10 ml (14.15 mmol) of a solution of methylamine (2M) in tetrahydrofuran are added to a solution of 1.60 g (3.54 mmol) of 2-(ethyloxy)-2-oxoethyl 4-{4′-[(trifluoromethyl)oxy]-4-biphenylyl}-1-piperazinecarboxylate, prepared in step 1.3, in 14 ml of methanol. Stirring is continued at room temperature for 12 hours. After concentrating under reduced pressure, the residue obtained is purified by chromatography on silica gel, eluting with a 97/3 mixture of dichloromethane and methanol. A solid is obt... Starting materials: [B-](F)(F)(F)F.CCN(CC)[S+](F)F (XtalFluor-E), C(=O)(O)[O-].[Na+] (NaHCO3), FC1=C2C=NN(C2=CC=C1C#CCCO)C1OCCCC1 (4-(4-fluoro-1-(tetrahydro-2H-pyran-2-yl)-1H-indazol-5-yl)but-3-yn-1-ol), FC1=C2C=NN(C2=CC=C1C#CCCO)C1OCCCC1 (4-(4-fluoro-1-(tetrahydro-2H-pyran-2-yl)-1H-indazol-5-yl)but-3-yn-1-ol), triethylamine-3HF. The solvent is ClCCl (dichloromethane). Conditions: time 30 minute. Yields the product FC1=C2C=NN(C2=CC=C1C#CCCF)C1OCCCC1 (4-Fluoro-5-(4-fluorobut-1-yn-1-yl)-1-(tetrahydro-2H-pyran-2-yl)-1H-indazole). The yield is 37.9%. As a reaction SMILES: [F:1][C:2]1[C:10]([C:11]#[C:12][CH2:13][CH2:14]O)=[CH:9][CH:8]=[C:7]2[C:3]=1[CH:4]=[N:5][N:6]2[CH:16]1[CH2:21][CH2:20][CH2:19][CH2:18][O:17]1.[B-](F)(F)(F)[F:23].CCN([S+](F)F)CC.C([O-])(O)=O.[Na+]>ClCCl>[F:1][C:2]1[C:10]([C:11]#[C:12][CH2:13][CH2:14][F:23])=[CH:9][CH:8]=[C:7]2[C:3]=1[CH:4]=[N:5][N:6]2[CH:16]1[CH2:21][CH2:20][CH2:19][CH2:18][O:17]1 |f:1.2,3.4|. Procedure: To a solution of 4-(4-fluoro-1-(tetrahydro-2H-pyran-2-yl)-1H-indazol-5-yl)but-3-yn-1-ol (3.4 g, 11.8 mmol; Intermediate 29, Step 1) in dry dichloromethane (100 mL), was added triethylamine-3HF (7.6 g, 47.2 mmol). XtalFluor-E (8.0 g, 34.9 mmol) was then added. The resulting solution was stirred at room temperature for 30 minutes. Upon completion, the reaction solution was neutralized by slow addition of saturated NaHCO3 (30 mL). The organic layer was dried over Na2SO4 and concentrated in vacuo. T... The reactants are [N+](=O)(O)[O-] (nitric acid), OC1=CC(=NC=C1C(=O)O)O (4,6-dihydroxy nicotinic acid), P(O)(O)(O)=O (phosphoric acid), OC1=CC(=NC=C1C(=O)O)O (4,6-dihydroxy nicotinic acid), C(C)(=O)O (acetic acid), O (Water). Conditions: temperature 90 celsius, time 4.5 hour. Product: OC1=NC=CC(=C1[N+](=O)[O-])O (2,4-dihydroxy-3-nitropyridine). The yield is 55.5%. Reaction SMILES: [OH:1][C:2]1[C:7](C(O)=O)=[CH:6][N:5]=[C:4]([OH:11])[CH:3]=1.P(=O)(O)(O)O.C(O)(=O)C.[N+:21]([O-])([OH:23])=[O:22].O>>[OH:11][C:4]1[C:3]([N+:21]([O-:23])=[O:22])=[C:2]([OH:1])[CH:7]=[CH:6][N:5]=1. Procedure details: A 3-neck 22 L flask equipped with a temperature probe with a chart recorder, mechanical stirrer, a Dean-Stark apparatus and a reflux condenser is charged with 4,6-dihydroxy nicotinic acid (88 %, 2.0 Kg, 12.81 mol), phosphoric acid (85%. 6 L, 103.15 mol). The off gases from the condenser are scrubbed by bubbling into 50% aqueous NaOH. The suspension is heated until a sufficient amount of water has been removed (about 1.2 L), i.e., dehydration of the phosphoric acid. Without the dehydration of the... Starting materials: C(CC(=O)OC(C)(C)C)(=O)OC(C)(C)C (Di(tert-butyl) malonate), CC(C)(C)[O-].[K+] (potassium tert-butylate), Intermediate 5C, CC(C)(C)[O-].[K+] (potassium tert-butylate), [I-].[Na+] (Sodium iodide), ice water. Solvent: C(C)(C)(C)O (tert-butanol). Conditions: temperature 70 celsius, time 2 day. The product is C(C1=CC=CC=C1)OCCC(C(=O)OC(C)(C)C)C(=O)OC(C)(C)C (Di(tert-butyl) 2-[2-(benzyloxy)ethyl]malonate). Reaction SMILES: [C:1]([O:11][C:12]([CH3:15])([CH3:14])[CH3:13])(=[O:10])[CH2:2][C:3]([O:5][C:6]([CH3:9])([CH3:8])[CH3:7])=[O:4].[CH3:16][C:17]([O-])([CH3:19])[CH3:18].[K+].[I-].[Na+]>C(O)(C)(C)C>[CH2:16]([O:4][CH2:3][CH2:2][CH:2]([C:3]([O:5][C:6]([CH3:7])([CH3:8])[CH3:9])=[O:4])[C:1]([O:11][C:12]([CH3:15])([CH3:14])[CH3:13])=[O:10])[C:17]1[CH:19]=[CH:8][CH:6]=[CH:7][CH:18]=1 |f:1.2,3.4|. Procedure: Di(tert-butyl) malonate (151.4 g, 686 mmol) was added dropwise at 50° C. to a suspension of potassium tert-butylate (77 g, 686 mmol) in 500 ml of tert-butanol. Sodium iodide (10.33 g) was then added, followed by dropwise addition of Intermediate 5C (117.1 g, 686 mmol) at 40-50° C. The resulting thick suspension was stirred at 70° C. for two days. During this time, two further portions of potassium tert-butylate (15.4 g each, 70 mmol) were added. The mixture was then poured into ice-water and ext... The reactants are ClC1=CC(=C(C=C1)[C@@H](CC(=O)C1=CC(=NC=C1)C)C1=CC=C(C=C1)OCC)C ((S)-3-(4-chloro-2-methyl-phenyl)-3-(4-ethoxy-phenyl)-1-(2-methyl-pyridin-4-yl)-propan-1-one), Cl.NO (hydroxylamine hydrochloride), C(O)([O-])=O.[Na+] (sodium hydrogencarbonate). Yields the product ClC1=CC(=C(C=C1)[C@@H](CC(=NO)C1=CC(=NC=C1)C)C1=CC=C(C=C1)OCC)C ((S)-3-(4-Chloro-2-methyl-phenyl)-3-(4-ethoxy-phenyl)-1-(2-methyl-pyridin-4-yl)-propan-1-one oxime). RXN SMILES: [Cl:1][C:2]1[CH:7]=[CH:6][C:5]([C@H:8]([C:19]2[CH:24]=[CH:23][C:22]([O:25][CH2:26][CH3:27])=[CH:21][CH:20]=2)[CH2:9][C:10]([C:12]2[CH:17]=[CH:16][N:15]=[C:14]([CH3:18])[CH:13]=2)=O)=[C:4]([CH3:28])[CH:3]=1.Cl.[NH2:30][OH:31].C(=O)([O-])O.[Na+]>>[Cl:1][C:2]1[CH:7]=[CH:6][C:5]([C@H:8]([C:19]2[CH:24]=[CH:23][C:22]([O:25][CH2:26][CH3:27])=[CH:21][CH:20]=2)[CH2:9][C:10]([C:12]2[CH:17]=[CH:16][N:15]=[C:14]([CH3:18])[CH:13]=2)=[N:30][OH:31])=[C:4]([CH3:28])[CH:3]=1 |f:1.2,3.4|. Reported procedure: In analogy to example 132, step 6, from (S)-3-(4-chloro-2-methyl-phenyl)-3-(4-ethoxy-phenyl)-1-(2-methyl-pyridin-4-yl)-propan-1-one and hydroxylamine hydrochloride in the presence of sodium hydrogencarbonate was prepared the title compound as an off-white foam, MS (ESI+): m/z=409.4 ([M+H]+).